Dataset: the Open Reaction Database (ORD), a public repository of structured organic reaction records. Task: describe an organic reaction: reactants, conditions, products, and yield Starting materials: C(C)(C)(C)NS(=O)(=O)C1=CC=CC=2C(=NSC21)NCCCNC(C2=CC=C(C=C2)I)=O (N-(3-(7-(N-tert-butylsulfamoyl)benzo[d]isothiazol-3-ylamino)propyl)-4-iodobenzamide), COC1=CC=C(C=C1)B(O)O (4-methoxyphenylboronic acid), C([O-])([O-])=O.[Na+].[Na+] (sodium carbonate). Reagents/catalysts: [Br-].C(CCC)[N+](CCCC)(CCCC)CCCC (tetrabutylammonium bromide), C(C)(=O)[O-].[Pd+2].C(C)(=O)[O-] (palladium (II) acetate). Solvent: O (water), C(Cl)Cl (methylene chloride). The product is C(C)(C)(C)NS(=O)(=O)C1=CC=CC=2C(=NSC21)NCCCNC(=O)C2=CC=C(C=C2)C2=CC=C(C=C2)OC (N-(3-(7-(N-tert-Butylsulfamoyl)benzo[d]isothiazol-3-ylamino)propyl)-4′-methoxybiphenyl-4-carboxamide). The yield is 28.1%. RXN SMILES: [C:1]([NH:5][S:6]([C:9]1[C:17]2[S:16][N:15]=[C:14]([NH:18][CH2:19][CH2:20][CH2:21][NH:22][C:23](=[O:31])[C:24]3[CH:29]=[CH:28][C:27](I)=[CH:26][CH:25]=3)[C:13]=2[CH:12]=[CH:11][CH:10]=1)(=[O:8])=[O:7])([CH3:4])([CH3:3])[CH3:2].[CH3:32][O:33][C:34]1[CH:39]=[CH:38][C:37](B(O)O)=[CH:36][CH:35]=1.C(=O)([O-])[O-].[Na+].[Na+]>[Br-].C([N+](CCCC)(CCCC)CCCC)CCC.O.C(Cl)Cl.C([O-])(=O)C.[Pd+2].C([O-])(=O)C>[C:1]([NH:5][S:6]([C:9]1[C:17]2[S:16][N:15]=[C:14]([NH:18][CH2:19][CH2:20][CH2:21][NH:22][C:23]([C:24]3[CH:29]=[CH:28][C:27]([C:37]4[CH:38]=[CH:39][C:34]([O:33][CH3:32])=[CH:35][CH:36]=4)=[CH:26][CH:25]=3)=[O:31])[C:13]=2[CH:12]=[CH:11][CH:10]=1)(=[O:8])=[O:7])([CH3:4])([CH3:3])[CH3:2] |f:2.3.4,5.6,9.10.11|. Procedure: A mixture of N-(3-(7-(N-tert-butylsulfamoyl)benzo[d]isothiazol-3-ylamino)propyl)-4-iodobenzamide (50 mg, 0.09 mmol), 4-methoxyphenylboronic acid (14 mg, 0.09 mmol), tetrabutylammonium bromide (29 mg, 0.09 mmol), sodium carbonate (29 mg, 0.27 mmol) and palladium (II) acetate (1 mg) in water (3 mL) was microwaved at 160° C. for 5 min. The reaction was diluted with methylene chloride and the mixture was washed successively with aqueous sodium bicarbonate and brine, dried over anhydrous sodium sulfa... Reactants: COc1ccc(C=C2C3=C(CCCC3)CCN2C(C)=O)cc1, ClCCl. Yields the product COc1ccc(CC2C3=C(CCCC3)CCN2C(C)=O)cc1. Reaction SMILES: [C:1]([CH3:2])(=[O:3])[N:4]1[C:5](=[CH:14][c:15]2[cH:16][cH:17][c:18]([O:21][CH3:22])[cH:19][cH:20]2)[C:6]2=[C:11]([CH2:10][CH2:9][CH2:8][CH2:7]2)[CH2:12][CH2:13]1.[CH2:23]([Cl:24])[Cl:25]>>[C:1]([CH3:2])(=[O:3])[N:4]1[CH:5]([CH2:14][c:15]2[cH:16][cH:17][c:18]([O:21][CH3:22])[cH:19][cH:20]2)[C:6]2=[C:11]([CH2:10][CH2:9][CH2:8][CH2:7]2)[CH2:12][CH2:13]1. Reactants: NS(=O)(=O)c1cc2c(=O)n(-c3ccccc3Cl)c(CBr)nc2s1, O=C([O-])[O-], CCN1CCNCC1, CN(C)C=O, [K+], [K+]. Yields the product CCN1CCN(Cc2nc3sc(S(N)(=O)=O)cc3c(=O)n2-c2ccccc2Cl)CC1. RXN SMILES: [Br:1][CH2:2][c:3]1[n:4](-[c:17]2[c:18]([Cl:23])[cH:19][cH:20][cH:21][cH:22]2)[c:5](=[O:16])[c:6]2[c:7]([n:8]1)[s:9][c:10]([S:12]([NH2:13])(=[O:14])=[O:15])[cH:11]2.[C:32](=[O:33])([O-:34])[O-:35].[CH2:24]([CH3:25])[N:26]1[CH2:27][CH2:28][NH:29][CH2:30][CH2:31]1.[CH3:38][N:39]([CH3:40])[CH:41]=[O:42].[K+:36].[K+:37]>>[CH2:2]([c:3]1[n:4](-[c:17]2[c:18]([Cl:23])[cH:19][cH:20][cH:21][cH:22]2)[c:5](=[O:16])[c:6]2[c:7]([n:8]1)[s:9][c:10]([S:12]([NH2:13])(=[O:14])=[O:15])[cH:11]2)[N:29]1[CH2:28][CH2:27][N:26]([CH2:24][CH3:25])[CH2:31][CH2:30]1. Reactants: [BH4-], CCCCCCn1cncc1C(O)C(CC=CCCC(=O)OC)C(=O)N1C(=O)OCCC1C(C)C, CO, [Cl-], [NH4+], [Na+]. Yields the product CCCCCCn1cncc1C(O)C(CO)CC=CCCC(=O)OC. As a reaction SMILES: [BH4-:1].[CH2:3]([CH2:4][CH2:5][CH2:6][CH2:7][CH3:8])[n:9]1[cH:10][n:11][cH:12][c:13]1[CH:14]([CH:15]([CH2:16][CH:17]=[CH:18][CH2:19][CH2:20][C:21](=[O:22])[O:23][CH3:24])[C:25](=[O:26])[N:27]1[CH:28]([CH:29]([CH3:30])[CH3:31])[CH2:32][CH2:33][O:34][C:35]1=[O:36])[OH:37].[CH3:40][OH:41].[Cl-:38].[NH4+:39].[Na+:2]>>[CH2:3]([CH2:4][CH2:5][CH2:6][CH2:7][CH3:8])[n:9]1[cH:10][n:11][cH:12][c:13]1[CH:14]([CH:15]([CH2:16][CH:17]=[CH:18][CH2:19][CH2:20][C:21](=[O:22])[O:23][CH3:24])[CH2:25][OH:26])[OH:37]. The reactants are CC=C(C)C, CC(C)(C)O, CCOC(C)=O, [O-][Cl+][O-], O=Cc1ccc(F)c(C(=O)Nc2nn(C(c3ccccc3)(c3ccccc3)c3ccccc3)c3ccc(Cc4cc(F)cc(F)c4)cc23)c1, [Na+], [Na+], O, O=P([O-])(O)O. The product is O=C(O)c1ccc(F)c(C(=O)Nc2nn(C(c3ccccc3)(c3ccccc3)c3ccccc3)c3ccc(Cc4cc(F)cc(F)c4)cc23)c1. Reaction SMILES: [CH3:50][C:51](=[CH:52][CH3:53])[CH3:54].[CH3:65][C:66]([OH:67])([CH3:68])[CH3:69].[CH3:71][CH2:72][O:73][C:74]([CH3:75])=[O:76].[Cl+:55]([O-:56])[O-:57].[F:1][c:2]1[cH:3][c:4]([CH2:5][c:6]2[cH:7][c:8]3[c:9]([NH:34][C:35]([c:36]4[c:37]([F:44])[cH:38][cH:39][c:40]([CH:42]=[O:43])[cH:41]4)=[O:45])[n:10][n:11]([C:15]([c:16]4[cH:17][cH:18][cH:19][cH:20][cH:21]4)([c:22]4[cH:23][cH:24][cH:25][cH:26][cH:27]4)[c:28]4[cH:29][cH:30][cH:31][cH:32][cH:33]4)[c:12]3[cH:13][cH:14]2)[cH:46][c:47]([F:49])[cH:48]1.[Na+:58].[Na+:59].[OH2:70].[OH:60][P:61](=[O:62])([O-:63])[OH:64]>>[F:1][c:2]1[cH:3][c:4]([CH2:5][c:6]2[cH:7][c:8]3[c:9]([NH:34][C:35]([c:36]4[c:37]([F:44])[cH:38][cH:39][c:40]([C:42](=[O:43])[OH:56])[cH:41]4)=[O:45])[n:10][n:11]([C:15]([c:16]4[cH:17][cH:18][cH:19][cH:20][cH:21]4)([c:22]4[cH:23][cH:24][cH:25][cH:26][cH:27]4)[c:28]4[cH:29][cH:30][cH:31][cH:32][cH:33]4)[c:12]3[cH:13][cH:14]2)[cH:46][c:47]([F:49])[cH:48]1.